This data is from the Open Reaction Database (ORD), a public repository of structured organic reaction records. The task is: describe an organic reaction: reactants, conditions, products, and yield Reactants: C(=C)[Mg]Br (Vinyl magnesium bromide), [N+](=O)([O-])C1=CC=CC=2CCN(CCC21)C(=O)[O-] (6-nitro-1,2,4,5-tetrahydro-3H-3-benzazepine-3-carboxylate), C1CCOC1 (THF), [Cl-].[NH4+] (Ammonium chloride). Run at temperature -40 celsius, time 30 minute. Yields the product N1C=CC2=CC=C3C(=C12)CCN(CC3)C(=O)OC (Methyl 6,7,9,10-tetrahydroazepino[4,5-g]indole-8(1H)-carboxylate). Reaction SMILES: [N+:1]([C:4]1[C:14]2[CH2:13][CH2:12][N:11]([C:15]([O-:17])=[O:16])[CH2:10][CH2:9][C:8]=2[CH:7]=[CH:6][CH:5]=1)([O-])=O.[CH:18]([Mg]Br)=[CH2:19].[Cl-].[NH4+].[CH2:24]1COCC1>>[NH:1]1[C:4]2[C:5](=[CH:6][CH:7]=[C:8]3[CH2:9][CH2:10][N:11]([C:15]([O:17][CH3:24])=[O:16])[CH2:12][CH2:13][C:14]3=2)[CH:19]=[CH:18]1 |f:2.3|. Reported procedure: Under N2, a flame-dried, 100-mL, two-necked flask was charged with 6-nitro-1,2,4,5-tetrahydro-3H-3-benzazepine-3-carboxylate (0.85 g, 3.4 mmol) and THF (20 mL) and cooled to −40° C. Vinyl magnesium bromide (11.2 mL, 11.2 mmol) was added and the solution was stirred for 30 min allowing to warm to −20° C. Ammonium chloride was added and the mixture partitioned between EtOAc and water. The organic layer was concentrated to give 0.88 g of a brown oil. Column chromatography (elution with 10–30% EtOAc... Reactants: C1(=CC=CC=C1)C1(CCNCCO1)C1=CC=CC=C1 (7,7-diphenyl-hexahydro-1,4-oxazepine), C(C=C)Br (allyl bromide), C(Cl)Cl (methylene chloride), C([O-])(O)=O.[Na+] (sodium bicarbonate). Reaction conditions: time 24 hour. The product is Cl.C(C=C)N1CCOC(CC1)(C1=CC=CC=C1)C1=CC=CC=C1 (4-allyl-7,7-diphenyl-hexahydro-1, 4-oxazepine hydrochloride). As a reaction SMILES: [C:1]1([C:7]2([C:14]3[CH:19]=[CH:18][CH:17]=[CH:16][CH:15]=3)[O:13][CH2:12][CH2:11][NH:10][CH2:9][CH2:8]2)[CH:6]=[CH:5][CH:4]=[CH:3][CH:2]=1.[CH2:20](Br)[CH:21]=[CH2:22].C(=O)(O)[O-].[Na+].C(Cl)[Cl:30]>>[ClH:30].[CH2:22]([N:10]1[CH2:9][CH2:8][C:7]([C:1]2[CH:2]=[CH:3][CH:4]=[CH:5][CH:6]=2)([C:14]2[CH:15]=[CH:16][CH:17]=[CH:18][CH:19]=2)[O:13][CH2:12][CH2:11]1)[CH:21]=[CH2:20] |f:2.3,5.6|. Procedure: To the stirred solution of 5.06 g of 7,7-diphenyl-hexahydro-1,4-oxazepine in 50 ml of methylene chloride, 2.6 g of allyl bromide are added, followed by 40 ml of 10% aqueous sodium bicarbonate and the mixture is stirred for 24 hours at room temperature. The organic layer is separated, washed with water, dried, filtered and evaporated. The residue is taken up in acetone, the solution acidified with hydrogen chloride in acetone and diluted with diethyl ether, to yield the 4-allyl-7,7-diphenyl-hexah... Starting materials: BrCC(=O)C1=CC(=C(C(=C1)OC)OC)OC (2-bromo-1-(3,4,5-trimethoxyphenyl)ethanone), [N-]=[N+]=[N-].[Na+] (NaN3). Product: N(=[N+]=[N-])CC(=O)C1=CC(=C(C(=C1)OC)OC)OC (2-Azido-1-(3,4,5-trimethoxyphenyl)ethanone). RXN SMILES: Br[CH2:2][C:3]([C:5]1[CH:10]=[C:9]([O:11][CH3:12])[C:8]([O:13][CH3:14])=[C:7]([O:15][CH3:16])[CH:6]=1)=[O:4].[N-:17]=[N+:18]=[N-:19].[Na+]>>[N:17]([CH2:2][C:3]([C:5]1[CH:10]=[C:9]([O:11][CH3:12])[C:8]([O:13][CH3:14])=[C:7]([O:15][CH3:16])[CH:6]=1)=[O:4])=[N+:18]=[N-:19] |f:1.2|. Procedure details: In a manner similar to Preparation 3 react 2-bromo-1-(3,4,5-trimethoxyphenyl)ethanone with NaN3 to obtain the title compound. The reactants are IC=1C(=C(C(=O)O)C=CC1)OC (3-iodo-2-methoxy-benzoic acid), S(=O)(Cl)Cl (thionyl chloride). Conditions: temperature 82 celsius, time 2 minute. Product: IC=1C(=C(C(=O)Cl)C=CC1)OC (3-Iodo-2-methoxy-benzoyl chloride). Reaction SMILES: [I:1][C:2]1[C:3]([O:11][CH3:12])=[C:4]([CH:8]=[CH:9][CH:10]=1)[C:5](O)=[O:6].S(Cl)([Cl:15])=O>>[I:1][C:2]1[C:3]([O:11][CH3:12])=[C:4]([CH:8]=[CH:9][CH:10]=1)[C:5]([Cl:15])=[O:6]. Procedure: To 3-iodo-2-methoxy-benzoic acid (8.29 g, 29.8 mmol) was added thionyl chloride (15 mL). The resulting solution was stirred for 2 minutes then heated to 82° C. and stirred at this temperature for 30 minutes. The solution was then concentrated under reduced pressure to give the title compound. This material was used without further purification. Reactants: [H-].[Na+] (NaH), CN1C(N(C(C2=C1C(=CN2)C)=O)C)=O (1,3,7-Trimethyl-1H-pyrrolo[3,2-d]pyrimidine-2,4(3H,5H)-dione), BrCC(=O)NC=1SC=C(N1)C1=CC(=C(C=C1)C(F)(F)F)F (2-bromo-N-[4-(3-fluoro-4-trifluoromethylphenyl)-1,3-thiazol-2-yl]acetamide). Solvent: CN(C)C=O (DMF). The product is CN1C(N(C(C2=C1C=CN2CC(=O)NC=2SC=C(N2)C2=CC(=C(C=C2)C(F)(F)F)F)=O)C)=O (2-(1,3-Dimethyl-2,4-dioxo-1,2,3,4-tetrahydro-5H-pyrrolo[3,2-d]pyrimidin-5-yl)-N-{4-[3-fluoro-4-(trifluoromethyl)phenyl]-1,3-thiazol-2-yl}acetamide), product. RXN SMILES: [CH3:1][N:2]1[C:7]2[C:8](C)=[CH:9][NH:10][C:6]=2[C:5](=[O:12])[N:4]([CH3:13])[C:3]1=[O:14].Br[CH2:16][C:17]([NH:19][C:20]1[S:21][CH:22]=[C:23]([C:25]2[CH:30]=[CH:29][C:28]([C:31]([F:34])([F:33])[F:32])=[C:27]([F:35])[CH:26]=2)[N:24]=1)=[O:18].[H-].[Na+]>CN(C=O)C>[CH3:1][N:2]1[C:7]2[CH:8]=[CH:9][N:10]([CH2:16][C:17]([NH:19][C:20]3[S:21][CH:22]=[C:23]([C:25]4[CH:30]=[CH:29][C:28]([C:31]([F:32])([F:33])[F:34])=[C:27]([F:35])[CH:26]=4)[N:24]=3)=[O:18])[C:6]=2[C:5](=[O:12])[N:4]([CH3:13])[C:3]1=[O:14] |f:2.3|. Procedure details: The title compound was prepared according to the general procedure (Method A) by coupling Intermediate 1 (50 mg, 0.279 mmol) with 2-bromo-N-[4-(3-fluoro-4-trifluoromethylphenyl)-1,3-thiazol-2-yl]acetamide (128 mg, 0.334 mmol) in the presence of NaH (10 mg, 0.418 mmol) in dry DMF (5.0 mL) to give 75 mg of the product as a white solid; 1H NMR (δ ppm, DMSO-d6, 300 MHz) 3.17 (s, 3H), 3.40 (s, 3H), 5.33 (s, 2H), 6.24 (s, 1H), 7.36 (s, 1H), 7.86 (d, J=7.8 Hz, 1H), 7.90-8.01 (m, 3H), 12.77 (br s, 1H); ... Starting materials: [BH4-], CC(=O)O, CO, O=Cc1ccccc1, NCC=CCc1cc(N)c(Oc2ccccc2)c(S(N)(=O)=O)c1, [Na+], O, O. The product is NCC=CCc1cc(NCc2ccccc2)c(Oc2ccccc2)c(S(N)(=O)=O)c1. Reaction SMILES: [BH4-:33].[CH3:35][C:36](=[O:37])[OH:38].[CH3:39][OH:40].[CH:25](=[O:26])[c:27]1[cH:28][cH:29][cH:30][cH:31][cH:32]1.[NH2:2][c:3]1[cH:4][c:5]([CH2:6][CH:7]=[CH:8][CH2:9][NH2:10])[cH:11][c:12]([S:21]([NH2:22])(=[O:23])=[O:24])[c:13]1[O:14][c:15]1[cH:16][cH:17][cH:18][cH:19][cH:20]1.[Na+:34].[OH2:1].[OH2:41]>>[NH:2]([c:3]1[cH:4][c:5]([CH2:6][CH:7]=[CH:8][CH2:9][NH2:10])[cH:11][c:12]([S:21]([NH2:22])(=[O:23])=[O:24])[c:13]1[O:14][c:15]1[cH:16][cH:17][cH:18][cH:19][cH:20]1)[CH2:25][c:27]1[cH:28][cH:29][cH:30][cH:31][cH:32]1.